Dataset: the Open Reaction Database (ORD), a public repository of structured organic reaction records. Task: describe an organic reaction: reactants, conditions, products, and yield Starting materials: O=C1CCC(=O)N1Br, CCCc1ccccn1, ClC(Cl)(Cl)Cl. Yields the product CCC(Br)c1ccccn1. Reaction SMILES: [Br:10][N:11]1[C:12](=[O:13])[CH2:14][CH2:15][C:16]1=[O:17].[CH2:1]([CH2:2][CH3:3])[c:4]1[n:5][cH:6][cH:7][cH:8][cH:9]1.[Cl:18][C:19]([Cl:20])([Cl:21])[Cl:22]>>[CH:1]([CH2:2][CH3:3])([c:4]1[n:5][cH:6][cH:7][cH:8][cH:9]1)[Br:10].